From a dataset of the Open Reaction Database (ORD), a public repository of structured organic reaction records. describe an organic reaction: reactants, conditions, products, and yield The reactants are O (Water), C(C(C)C)OC1=C(C=C(C(=O)Cl)C=C1)[N+](=O)[O-] (4-isobutoxy-3-nitrobenzoyl chloride), S(=O)(=O)(O)O.NC1=NC=NC(=C1N)N (4,5,6-triaminopyrimidine sulfate). The yield is 21.0%. Solvent: O1CCOCC1 (1,4-dioxane), [OH-].[Na+] (sodium hydroxide). Reaction conditions: time 4 hour. As a reaction SMILES: [CH2:1]([O:5][C:6]1[CH:14]=[CH:13][C:9]([C:10](Cl)=O)=[CH:8][C:7]=1[N+:15]([O-:17])=[O:16])[CH:2]([CH3:4])[CH3:3].S(O)(O)(=O)=O.[NH2:23][C:24]1[C:29]([NH2:30])=[C:28]([NH2:31])[N:27]=[CH:26][N:25]=1.O>O1CCOCC1.[OH-].[Na+]>[NH2:31][C:28]1[N:27]=[CH:26][N:25]=[C:24]2[C:29]=1[NH:30][C:10]([C:9]1[CH:13]=[CH:14][C:6]([O:5][CH2:1][CH:2]([CH3:4])[CH3:3])=[C:7]([N+:15]([O-:17])=[O:16])[CH:8]=1)=[N:23]2 |f:1.2,5.6|. Product: NC1=C2NC(=NC2=NC=N1)C1=CC(=C(C=C1)OCC(C)C)[N+](=O)[O-] (6-Amino-8-(4-isobutoxy-3-nitrophenyl)purine). Procedure: A solution of 4-isobutoxy-3-nitrobenzoyl chloride (538 mg, 2.09 mmol) in 1,4-dioxane (2 mL) was dropwise added to a suspension of 4,5,6-triaminopyrimidine sulfate (466 mg, 2.09 mmol) in aqueous 1M sodium hydroxide (4.18 30 mL) under cooling with ice. The resulting mixture was stirred for 4 hours at the same temperature. Water (12 mL) was added to the reaction mixture. The precipitated solid product was collected by filtration, dried in air, and subjected to silica gel column chromatography. The ... Starting materials: CCOC(=O)C(Cc1ccc(OCCc2ccc(N)cc2)cc1)OCC, COC(=O)Cl, Cl, C1CCOC1. Yields the product CCOC(=O)C(Cc1ccc(OCCc2ccc(NC(=O)OC)cc2)cc1)OCC. As a reaction SMILES: [CH2:2]([CH3:3])[O:4][C:5]([CH:6]([CH2:7][c:8]1[cH:9][cH:10][c:11]([O:14][CH2:15][CH2:16][c:17]2[cH:18][cH:19][c:20]([NH2:23])[cH:21][cH:22]2)[cH:12][cH:13]1)[O:24][CH2:25][CH3:26])=[O:27].[Cl:28][C:29](=[O:30])[O:31][CH3:32].[ClH:1].[O:33]1[CH2:34][CH2:35][CH2:36][CH2:37]1>>[CH2:2]([CH3:3])[O:4][C:5]([CH:6]([CH2:7][c:8]1[cH:9][cH:10][c:11]([O:14][CH2:15][CH2:16][c:17]2[cH:18][cH:19][c:20]([NH:23][C:29](=[O:30])[O:31][CH3:32])[cH:21][cH:22]2)[cH:12][cH:13]1)[O:24][CH2:25][CH3:26])=[O:27]. Starting materials: ice water, BrCCC1=CC(NC2=CC=CC=C12)=O (4-(2-bromethyl)-2-(1H)-quinolinone), N1CCC(CC1)C1=CNC2=CC=CC=C12 (3-(4-piperidinyl)-1H-indole), C(O)([O-])=O.[Na+] (sodium hydrogencarbonate). Solvent: CN(C=O)C (dimethylformamide). Product: N1C=C(C2=CC=CC=C12)C1CCN(CC1)CCC1=CC(NC2=CC=CC=C12)=O (4-[2-[4-(1H-indol-3-yl)-1-piperidinyl]ethyl]-2-(1H)-quinolinone). Isolated yield 45.7%. As a reaction SMILES: Br[CH2:2][CH2:3][C:4]1[C:13]2[C:8](=[CH:9][CH:10]=[CH:11][CH:12]=2)[NH:7][C:6](=[O:14])[CH:5]=1.[NH:15]1[CH2:20][CH2:19][CH:18]([C:21]2[C:29]3[C:24](=[CH:25][CH:26]=[CH:27][CH:28]=3)[NH:23][CH:22]=2)[CH2:17][CH2:16]1.C(=O)([O-])O.[Na+]>CN(C)C=O>[NH:23]1[C:24]2[C:29](=[CH:28][CH:27]=[CH:26][CH:25]=2)[C:21]([CH:18]2[CH2:19][CH2:20][N:15]([CH2:2][CH2:3][C:4]3[C:13]4[C:8](=[CH:9][CH:10]=[CH:11][CH:12]=4)[NH:7][C:6](=[O:14])[CH:5]=3)[CH2:16][CH2:17]2)=[CH:22]1 |f:2.3|. Reported procedure: A suspension of 4-(2-bromethyl)-2-(1H)-quinolinone (II-2) (500 mg, 1.98 mmol), 3-(4-piperidinyl)-1H-indole (396.5 mg, 1.98 mmol) and sodium hydrogencarbonate (249.5 mg, 2.97 mmol) in dry dimethylformamide (5 ml) was react at 80 ° C. for 5 hours. The reaction mixture was poured into ice-water and the separated solid was filtered by aspiration. The residue was washed with water and recrystallized from methanol/tetrahydrofuran/water to give the desired product (336 mg) (III-2) as pale yellow crysta... Reactants: CC(C)COC1CCC(=O)CC1, CNC, CCC(C)=O, Cl. The product is CC(C)COC1CCC(=O)C(CN(C)C)C1, Cl. Reaction SMILES: [CH2:1]([CH:2]([CH3:3])[CH3:4])[O:5][CH:6]1[CH2:7][CH2:8][C:9](=[O:12])[CH2:10][CH2:11]1.[CH3:14][NH:15][CH3:16].[CH3:17][C:18](=[O:19])[CH2:20][CH3:21].[ClH:13]>>[CH2:1]([CH:2]([CH3:3])[CH3:4])[O:5][CH:6]1[CH2:7][CH2:8][C:9](=[O:12])[CH:10]([CH2:17][N:15]([CH3:14])[CH3:16])[CH2:11]1.[ClH:13]. Reactants: CCOC(=O)c1cc(-c2ccnc(N)n2)[nH]c1Cl, CO, O=C[O-], Cl, [NH4+]. Product: CCOC(=O)c1c[nH]c(-c2ccnc(N)n2)c1. Reaction SMILES: [CH2:2]([CH3:3])[O:4][C:5](=[O:6])[c:7]1[c:8]([Cl:19])[nH:9][c:10](-[c:12]2[n:13][c:14]([NH2:18])[n:15][cH:16][cH:17]2)[cH:11]1.[CH3:24][OH:25].[CH:20]([O-:21])=[O:22].[ClH:1].[NH4+:23]>>[CH2:2]([CH3:3])[O:4][C:5](=[O:6])[c:7]1[cH:8][nH:9][c:10](-[c:12]2[n:13][c:14]([NH2:18])[n:15][cH:16][cH:17]2)[cH:11]1. Starting materials: [BH3-]C#N, COC(=O)C1(C)CCC(=O)CC1, CO, CO, Cl, Cl, NCc1ccccc1, [Na+]. Product: COC(=O)C1(C)CCC(NCc2ccccc2)CC1. Reaction SMILES: [C:24]([BH3-:25])#[N:26].[CH3:12][C:13]1([C:20](=[O:21])[O:22][CH3:23])[CH2:14][CH2:15][C:16](=[O:19])[CH2:17][CH2:18]1.[CH3:1][OH:2].[CH3:29][OH:30].[ClH:28].[ClH:3].[NH2:4][CH2:5][c:6]1[cH:7][cH:8][cH:9][cH:10][cH:11]1.[Na+:27]>>[NH:4]([CH2:5][c:6]1[cH:7][cH:8][cH:9][cH:10][cH:11]1)[CH:16]1[CH2:15][CH2:14][C:13]([CH3:12])([C:20](=[O:21])[O:22][CH3:23])[CH2:18][CH2:17]1. The reactants are C(C)(C)(C)C1=CC=C(OC2=CC=C3C=C(N=C(C3=C2)CC2CCCC2)C(=O)O)C=C1 (7-(4-tert-Butyl-phenoxy)-1-cyclopentylmethyl-isoquinoline-3-carboxylic acid), Cl.COC([C@H](CC1=CC=C(C=C1)C(C)(C)C)N)=O ((2S)-amino-3-(4-tert-butyl-phenyl)-propionic acid methyl ester HCl), ester. The product is C(C)(C)(C)C1=CC=C(OC2=CC=C3C=C(N=C(C3=C2)CC2CCCC2)C(=O)N[C@H](C(=O)O)CC2=CC=C(C=C2)C(C)(C)C)C=C1 ((2S)-{[7-(4-tert-Butyl-phenoxy)-1-cyclopentylmethyl-isoquinoline-3-carbonyl]-amino}-3-(4-tert-butyl-phenyl)-propionic acid). The yield is 98.1%. As a reaction SMILES: [C:1]([C:5]1[CH:30]=[CH:29][C:8]([O:9][C:10]2[CH:19]=[C:18]3[C:13]([CH:14]=[C:15]([C:26](O)=[O:27])[N:16]=[C:17]3[CH2:20][CH:21]3[CH2:25][CH2:24][CH2:23][CH2:22]3)=[CH:12][CH:11]=2)=[CH:7][CH:6]=1)([CH3:4])([CH3:3])[CH3:2].Cl.C[O:33][C:34](=[O:48])[C@@H:35]([NH2:47])[CH2:36][C:37]1[CH:42]=[CH:41][C:40]([C:43]([CH3:46])([CH3:45])[CH3:44])=[CH:39][CH:38]=1>>[C:1]([C:5]1[CH:30]=[CH:29][C:8]([O:9][C:10]2[CH:19]=[C:18]3[C:13]([CH:14]=[C:15]([C:26]([NH:47][C@@H:35]([CH2:36][C:37]4[CH:42]=[CH:41][C:40]([C:43]([CH3:46])([CH3:45])[CH3:44])=[CH:39][CH:38]=4)[C:34]([OH:33])=[O:48])=[O:27])[N:16]=[C:17]3[CH2:20][CH:21]3[CH2:22][CH2:23][CH2:24][CH2:25]3)=[CH:12][CH:11]=2)=[CH:7][CH:6]=1)([CH3:4])([CH3:2])[CH3:3] |f:1.2|. Reported procedure: 50 mg (0.12 mmol) of 7-(4-tert-butyl-phenoxy)-1-cyclopentylmethyl-isoquinoline-3-carboxylic acid (Example 419) was reacted with (2S)-amino-3-(4-tert-butyl-phenyl)-propionic acid methyl ester HCl (36.8 mg, 0.14 mmol) as described in general procedure A. The resulting ester was hydrolyzed as described in general procedure C to afford 71.4 mg of the title compound as a white solid.